Task: describe an organic reaction: reactants, conditions, products, and yield. Dataset: the Open Reaction Database (ORD), a public repository of structured organic reaction records Reactants: CC(C)=O, C[Si](C)(C)CCOCn1ccc2nc(NC(=O)NC3CCCCC3)cnc21, O=C1CCC(=O)N1I. The product is C[Si](C)(C)CCOCn1cc(I)c2nc(NC(=O)NC3CCCCC3)cnc21. Reaction SMILES: [CH3:36][C:37](=[O:38])[CH3:39].[CH:1]1([NH:7][C:8](=[O:9])[NH:10][c:11]2[n:12][c:13]3[c:14]([n:15][cH:16]2)[n:17]([CH2:20][O:21][CH2:22][CH2:23][Si:24]([CH3:25])([CH3:26])[CH3:27])[cH:18][cH:19]3)[CH2:2][CH2:3][CH2:4][CH2:5][CH2:6]1.[O:28]=[C:29]1[N:30]([I:35])[C:31](=[O:32])[CH2:33][CH2:34]1>>[CH:1]1([NH:7][C:8](=[O:9])[NH:10][c:11]2[n:12][c:13]3[c:14]([n:15][cH:16]2)[n:17]([CH2:20][O:21][CH2:22][CH2:23][Si:24]([CH3:25])([CH3:26])[CH3:27])[cH:18][c:19]3[I:35])[CH2:2][CH2:3][CH2:4][CH2:5][CH2:6]1. The reagents and catalysts are C=1C=CC(=CC1)/C=C/C(=O)/C=C/C2=CC=CC=C2.C=1C=CC(=CC1)/C=C/C(=O)/C=C/C2=CC=CC=C2.C=1C=CC(=CC1)/C=C/C(=O)/C=C/C2=CC=CC=C2.[Pd].[Pd] (Pd2(dba)3). The solvent is C1(=CC=CC=C1)C (toluene). Reaction conditions: temperature 165 celsius. The reactants are ClC=1C(=CC=2N(N1)C(=CN2)C2=CC(=CC=C2)OC(F)(F)F)C (6-chloro-7-methyl-3-(3-(trifluoromethoxy)phenyl)imidazo[1,2-b]pyridazine), CN1CCC(CC1)CO ((1-methylpiperidine-4-yl)methanol), ligand, CC(C)(C)[O-].[Na+] (NaOtBu). Yields the product CC1=CC=2N(N=C1OCC1CCN(CC1)C)C(=CN2)C2=CC(=CC=C2)OC(F)(F)F (7-methyl-6-((1-methylpiperidin-4-yl)methoxy)-3-(3(trifluoromethoxy)phenyl) imidazo[1,2-b]pyridazine). Reaction SMILES: Cl[C:2]1[C:3]([CH3:22])=[CH:4][C:5]2[N:6]([C:8]([C:11]3[CH:16]=[CH:15][CH:14]=[C:13]([O:17][C:18]([F:21])([F:20])[F:19])[CH:12]=3)=[CH:9][N:10]=2)[N:7]=1.[CH3:23][N:24]1[CH2:29][CH2:28][CH:27]([CH2:30][OH:31])[CH2:26][CH2:25]1.CC([O-])(C)C.[Na+]>C1C=CC(/C=C/C(/C=C/C2C=CC=CC=2)=O)=CC=1.C1C=CC(/C=C/C(/C=C/C2C=CC=CC=2)=O)=CC=1.C1C=CC(/C=C/C(/C=C/C2C=CC=CC=2)=O)=CC=1.[Pd].[Pd].C1(C)C=CC=CC=1>[CH3:22][C:3]1[C:2]([O:31][CH2:30][CH:27]2[CH2:28][CH2:29][N:24]([CH3:23])[CH2:25][CH2:26]2)=[N:7][N:6]2[C:8]([C:11]3[CH:16]=[CH:15][CH:14]=[C:13]([O:17][C:18]([F:21])([F:20])[F:19])[CH:12]=3)=[CH:9][N:10]=[C:5]2[CH:4]=1 |f:2.3,4.5.6.7.8|. Procedure: To the toluene (5 mL) solvent was added Compound 11 (80 mg, 0.224 mmol), (1-methylpiperidine-4-yl)methanol 14 (47.3 mg, 0.366 mmol), ligand (14.41 mg, 0.037 mmol), NaOtBu (33.3 mg, 0.347 mmol) and Pd2(dba)3 (16.77, 0.018 mmol). The resulting reaction mixture was degassed for 10 min under argon and then was heated with microwave at 165° C. Concentration and preparative TLC (10% MeOH/DCM) afforded 111.5 mg (11.2%) of Compound 7-34. Yield: 118.4%. The reactants are Br.COC=1C=C(C=CC1OC)C=1N=C(SC1)N (4-(3,4-dimethoxy-phenyl)-thiazol-2-ylamine hydrobromide), C1(=CC=C(C=C1)S(=O)(=O)Cl)C (p-toluenesulfonyl chloride), Cl (hydrochloric acid). The solvent is N1=CC=CC=C1 (pyridine). Product: COC=1C=C(C=CC1OC)C=1N=C(SC1)NS(=O)(=O)C1=CC=C(C=C1)C (N-[4-(3,4-dimethoxy-phenyl)-thiazol-2-yl]-4-methyl-benzenesulfonamide). The yield is 65.0%. As a reaction SMILES: Br.[CH3:2][O:3][C:4]1[CH:5]=[C:6]([C:12]2[N:13]=[C:14]([NH2:17])[S:15][CH:16]=2)[CH:7]=[CH:8][C:9]=1[O:10][CH3:11].[C:18]1([CH3:28])[CH:23]=[CH:22][C:21]([S:24](Cl)(=[O:26])=[O:25])=[CH:20][CH:19]=1.Cl>N1C=CC=CC=1>[CH3:2][O:3][C:4]1[CH:5]=[C:6]([C:12]2[N:13]=[C:14]([NH:17][S:24]([C:21]3[CH:22]=[CH:23][C:18]([CH3:28])=[CH:19][CH:20]=3)(=[O:26])=[O:25])[S:15][CH:16]=2)[CH:7]=[CH:8][C:9]=1[O:10][CH3:11] |f:0.1|. Procedure: A mixture of 0.5 g of 4-(3,4-dimethoxy-phenyl)-thiazol-2-ylamine hydrobromide with 0.33 g of p-toluenesulfonyl chloride was stirred overnight with 2 ml of pyridine. The resulting, red colored solution was poured into 50 ml of 1N hydrochloric acid and extracted three times with 50 ml of methylene chloride each time. The organic extracts were combined, dried with magnesium sulphate and concentrated. The residue was chromatographed on 35 g of Kieselgel 60 with diethyl ether as the eluent. The produ... Starting materials: CC(C)(C)OC(=O)N1CCN(C(=O)OC(C)(C)C)C(C(=O)O)C1, C(=NC1CCCCC1)=NC1CCCCC1, ClCCl, CCCCCC(CC)Cc1nc(C)c2c(=O)[nH]c(-c3cc(N)ccc3OCC)nn12. Yields the product CCCCCC(CC)Cc1nc(C)c2c(=O)[nH]c(-c3cc(NC(=O)C4CN(C(=O)OC(C)(C)C)CCN4C(=O)OC(C)(C)C)ccc3OCC)nn12. RXN SMILES: [C:31]([CH3:32])([CH3:33])([CH3:34])[O:35][C:36](=[O:37])[N:38]1[CH:39]([C:51](=[O:52])[OH:53])[CH2:40][N:41]([C:44](=[O:45])[O:46][C:47]([CH3:48])([CH3:49])[CH3:50])[CH2:42][CH2:43]1.[CH:54]1([N:55]=[C:56]=[N:57][CH:58]2[CH2:59][CH2:60][CH2:61][CH2:62][CH2:63]2)[CH2:64][CH2:65][CH2:66][CH2:67][CH2:68]1.[Cl:69][CH2:70][Cl:71].[NH2:1][c:2]1[cH:3][cH:4][c:5]([O:28][CH2:29][CH3:30])[c:6](-[c:8]2[n:9][n:10]3[c:11]([c:12](=[O:14])[nH:13]2)[c:15]([CH3:27])[n:16][c:17]3[CH2:18][CH:19]([CH2:20][CH2:21][CH2:22][CH2:23][CH3:24])[CH2:25][CH3:26])[cH:7]1>>[NH:1]([c:2]1[cH:3][cH:4][c:5]([O:28][CH2:29][CH3:30])[c:6](-[c:8]2[n:9][n:10]3[c:11]([c:12](=[O:14])[nH:13]2)[c:15]([CH3:27])[n:16][c:17]3[CH2:18][CH:19]([CH2:20][CH2:21][CH2:22][CH2:23][CH3:24])[CH2:25][CH3:26])[cH:7]1)[C:51]([CH:39]1[N:38]([C:36]([O:35][C:31]([CH3:32])([CH3:33])[CH3:34])=[O:37])[CH2:43][CH2:42][N:41]([C:44](=[O:45])[O:46][C:47]([CH3:48])([CH3:49])[CH3:50])[CH2:40]1)=[O:52]. The reactants are ClC=1C=CC=C2C3(C(NC12)=O)C1=C(OC3)C=C3OCCC3=C1 (7′-chloro-5,6-dihydrospiro[benzo[1,2-b:5,4-b′]difuran-3,3′-indol]-2′(1′H)-one), CC1=CC=C(C=C1)S(=O)(=O)OC[C@@H]1OCCOC1 ((R)-(1,4-dioxan-2-yl)methyl 4-methylbenzenesulfonate), N1C(C2(C3=CC=CC=C13)COC=1C2=CC2=C(OCO2)C1)=O (spiro[furo[2,3-f][1,3]benzodioxole-7,3′-indol]-2′(1′H)-one), CC1=CC=C(C=C1)S(=O)(=O)OC[C@@H]1OCCC1 ((R)-(tetrahydrofuran-2-yl)methyl 4-methylbenzenesulfonate). Yields the product ClC=1C=CC=C2C3(C(N(C12)C[C@@H]1OCCC1)=O)C1=C(OC3)C=C3OCCC3=C1 (7′-chloro-1′-[(2R)-tetrahydrofuran-2-ylmethyl]-5,6-dihydrospiro[benzo[1,2-b:5,4-b′]difuran-3,3′-indol]-2′(1′H)-one). As a reaction SMILES: [Cl:1][C:2]1[CH:3]=[CH:4][CH:5]=[C:6]2[C:10]=1[NH:9][C:8](=[O:11])[C:7]12[CH2:15][O:14][C:13]2[CH:16]=[C:17]3[C:21](=[CH:22][C:12]1=2)[CH2:20][CH2:19][O:18]3.N1C2C(=CC=CC=2)[C:25]2([C:35]3=CC4OCOC=4[CH:42]=[C:34]3[O:33][CH2:32]2)C1=O.CC1C=CC(S(OC[C@H]2CCCO2)(=O)=O)=CC=1.CC1C=CC(S(OC[C@H]2COCCO2)(=O)=O)=CC=1>>[Cl:1][C:2]1[CH:3]=[CH:4][CH:5]=[C:6]2[C:10]=1[N:9]([CH2:42][C@H:34]1[CH2:35][CH2:25][CH2:32][O:33]1)[C:8](=[O:11])[C:7]12[CH2:15][O:14][C:13]2[CH:16]=[C:17]3[C:21](=[CH:22][C:12]1=2)[CH2:20][CH2:19][O:18]3. Procedure: Following the procedure as described in EXAMPLE 8 and making non-critical variations using 7′-chloro-5,6-dihydrospiro[benzo[1,2-b:5,4-b′]difuran-3,3′-indol]-2′(1′H)-one to replace spiro[furo[2,3-f][1,3]benzodioxole-7,3′-indol]-2′(1′H)-one, and (R)-(tetrahydrofuran-2-yl)methyl 4-methylbenzenesulfonate to replace (R)-(1,4-dioxan-2-yl)methyl 4-methylbenzenesulfonate, 7′-chloro-1′-[(2R)-tetrahydrofuran-2-ylmethyl]-5,6-dihydrospiro[benzo[1,2-b:5,4-b′]difuran-3,3′-indol]-2′(1′H)-one was obtained (98%)...